Dataset: the Open Reaction Database (ORD), a public repository of structured organic reaction records. Task: describe an organic reaction: reactants, conditions, products, and yield Reactants: crude product, C(N)(=O)C=1N=NC(=C2C1SC(=C2)C2=CC(=CC=C2)F)N[C@@H]2CN(CCC2)C(=O)OC(C)(C)C ((5)-tert-butyl 3-(7-carbamoyl-2-(3-fluorophenyl)thieno[2,3-d]pyridazin-4-ylamino)piperidine-1-carboxylate), Cl (HCl). The product is FC=1C=C(C=CC1)C1=CC=2C(=C(N=NC2N[C@@H]2CNCCC2)C(=O)N)S1 ((S)-2-(3-fluorophenyl)-4-(piperidin-3-ylamino)thieno[2,3-d]pyridazine-7-carboxamide). RXN SMILES: [C:1]([C:4]1[N:5]=[N:6][C:7]([NH:20][C@H:21]2[CH2:26][CH2:25][CH2:24][N:23](C(OC(C)(C)C)=O)[CH2:22]2)=[C:8]2[CH:12]=[C:11]([C:13]3[CH:18]=[CH:17][CH:16]=[C:15]([F:19])[CH:14]=3)[S:10][C:9]=12)(=[O:3])[NH2:2].Cl>>[F:19][C:15]1[CH:14]=[C:13]([C:11]2[S:10][C:9]3=[C:4]([C:1]([NH2:2])=[O:3])[N:5]=[N:6][C:7]([NH:20][C@H:21]4[CH2:26][CH2:25][CH2:24][NH:23][CH2:22]4)=[C:8]3[CH:12]=2)[CH:18]=[CH:17][CH:16]=1. Reported procedure: The crude product from step 5 (5)-tert-butyl 3-(7-carbamoyl-2-(3-fluorophenyl)thieno[2,3-d]pyridazin-4-ylamino)piperidine-1-carboxylate was treated with HCl (4N in dioxane, 3 mL) at room temperature for 30 min. Then the solvent was removed under reduced pressure and the residue was purified with HPLC to obtain the final compound (S)-2-(3-fluorophenyl)-4-(piperidin-3-ylamino)thieno[2,3-d]pyridazine-7-carboxamide. HPLC-MS tR=1.27 min (UV254 nm); mass calculated for formula C18H18FN5OS 371.1, obser... Starting materials: CC1CCC(N(C(=O)Nc2ncc(SC#N)s2)C2CCCCC2)CC1, ClCCN1CCCC1, OC(CS)C(O)CS. The product is CC1CCC(N(C(=O)Nc2ncc(SCCN3CCCC3)s2)C2CCCCC2)CC1. Reaction SMILES: [CH:1]1([N:7]([C:8](=[O:9])[NH:10][c:11]2[s:12][c:13]([S:16][C:17]#[N:18])[cH:14][n:15]2)[CH:19]2[CH2:20][CH2:21][CH:22]([CH3:25])[CH2:23][CH2:24]2)[CH2:2][CH2:3][CH2:4][CH2:5][CH2:6]1.[Cl:34][CH2:35][CH2:36][N:37]1[CH2:38][CH2:39][CH2:40][CH2:41]1.[SH:26][CH2:27][CH:28]([CH:29]([CH2:30][SH:31])[OH:32])[OH:33]>>[CH:1]1([N:7]([C:8](=[O:9])[NH:10][c:11]2[s:12][c:13]([S:16][CH2:35][CH2:36][N:37]3[CH2:38][CH2:39][CH2:40][CH2:41]3)[cH:14][n:15]2)[CH:19]2[CH2:20][CH2:21][CH:22]([CH3:25])[CH2:23][CH2:24]2)[CH2:2][CH2:3][CH2:4][CH2:5][CH2:6]1. The reactants are C1CCOC1, CCOC(=O)c1nn(-c2ccc(OC)cc2)c2c1CCN(c1ccc(-n3ccccc3=O)cc1)C2=O, CO, Cl, [Li+], [OH-], O. Product: COc1ccc(-n2nc(C(=O)O)c3c2C(=O)N(c2ccc(-n4ccccc4=O)cc2)CC3)cc1. Reaction SMILES: [CH2:43]1[O:44][CH2:45][CH2:46][CH2:47]1.[CH3:1][O:2][c:3]1[cH:4][cH:5][c:6](-[n:9]2[n:10][c:11]([C:32](=[O:33])[O:34][CH2:35][CH3:36])[c:12]3[c:13]2[C:14](=[O:31])[N:15]([c:18]2[cH:19][cH:20][c:21](-[n:24]4[c:25](=[O:30])[cH:26][cH:27][cH:28][cH:29]4)[cH:22][cH:23]2)[CH2:16][CH2:17]3)[cH:7][cH:8]1.[CH3:39][OH:40].[ClH:41].[Li+:37].[OH-:38].[OH2:42]>>[CH3:1][O:2][c:3]1[cH:4][cH:5][c:6](-[n:9]2[n:10][c:11]([C:32](=[O:33])[OH:34])[c:12]3[c:13]2[C:14](=[O:31])[N:15]([c:18]2[cH:19][cH:20][c:21](-[n:24]4[c:25](=[O:30])[cH:26][cH:27][cH:28][cH:29]4)[cH:22][cH:23]2)[CH2:16][CH2:17]3)[cH:7][cH:8]1. Reactants: CN1CCOCC1, CCN=C=NCCCN(C)C, CCOC(C)=O, CC(C)Oc1cc(C(F)(F)F)ccc1C=CC(=O)O, Cl, Cl, CC(N)c1cc(F)c(NS(C)(=O)=O)c(F)c1, CN(C)C=O. Product: CC(C)Oc1cc(C(F)(F)F)ccc1C=CC(=O)NC(C)c1cc(F)c(NS(C)(=O)=O)c(F)c1. Reaction SMILES: [CH3:37][N:38]1[CH2:39][CH2:40][O:41][CH2:42][CH2:43]1.[CH3:45][N:46]([CH3:47])[CH2:48][CH2:49][CH2:50][N:51]=[C:52]=[N:53][CH2:54][CH3:55].[CH3:61][CH2:62][O:63][C:64]([CH3:65])=[O:66].[CH:1]([CH3:2])([CH3:3])[O:4][c:5]1[c:6]([CH:15]=[CH:16][C:17](=[O:18])[OH:19])[cH:7][cH:8][c:9]([C:11]([F:12])([F:13])[F:14])[cH:10]1.[ClH:36].[ClH:44].[NH2:20][CH:21]([CH3:22])[c:23]1[cH:24][c:25]([F:35])[c:26]([NH:30][S:31](=[O:32])(=[O:33])[CH3:34])[c:27]([F:29])[cH:28]1.[O:56]=[CH:57][N:58]([CH3:59])[CH3:60]>>[CH:1]([CH3:2])([CH3:3])[O:4][c:5]1[c:6]([CH:15]=[CH:16][C:17](=[O:19])[NH:20][CH:21]([CH3:22])[c:23]2[cH:24][c:25]([F:35])[c:26]([NH:30][S:31](=[O:32])(=[O:33])[CH3:34])[c:27]([F:29])[cH:28]2)[cH:7][cH:8][c:9]([C:11]([F:12])([F:13])[F:14])[cH:10]1. Starting materials: N1=CC=CC=C1 (pyridine), C(C)C1=NC=NC=C1N (4-ethyl-5-pyrimidineamine), C(C)N1C=NC(=C1)C(=O)O (1-ethyl-1H-imidazole-4-carboxylic acid), S(=O)(Cl)Cl (thionyl chloride). The solvent is C1CCOC1 (THF). Yields the product C(C)C1=NC=NC=C1NC(=O)C=1N=CN(C1)CC (N-(4-Ethyl-5-pyrimidinyl)-1-ethyl-1H-imidazol-4-carboxamide). RXN SMILES: [CH2:1]([N:3]1[CH:7]=[C:6]([C:8]([OH:10])=O)[N:5]=[CH:4]1)[CH3:2].S(Cl)(Cl)=O.N1C=CC=CC=1.[CH2:21]([C:23]1[C:28]([NH2:29])=[CH:27][N:26]=[CH:25][N:24]=1)[CH3:22]>C1COCC1>[CH2:21]([C:23]1[C:28]([NH:29][C:8]([C:6]2[N:5]=[CH:4][N:3]([CH2:1][CH3:2])[CH:7]=2)=[O:10])=[CH:27][N:26]=[CH:25][N:24]=1)[CH3:22]. Procedure: A solution of 1-ethyl-1H-imidazole-4-carboxylic acid (2.5 g, 17.8 mmol) and thionyl chloride (65 mL) is refluxed for 1.5 h. The thionyl chloride is removed in vacuo using toluene to azeotrope thionyl chloride. To a suspension of the residue is added THF (60 mL) and pyridine (3.2 mL, 39.2 mmol), followed by 4-ethyl-5-pyrimidineamine (2.2 g, 17.8 mmol). The reaction mixture is refluxed for 17 h, and concentrated in vacuo. The residue is taken up in water (100 mL), and the pH of the solution is adj... Starting materials: ClOC(C)(C)C (tert-butyl hypochlorite), potassium osmate dihydrate, BrC1=NC=C(C(=C1)\C=C\C1=C(C=CC=C1)F)F ((E)-2-bromo-5-fluoro-4-(2-fluorostyryl)pyridine), C(N)(OC(C)(C)C)=O (tert-butyl carbamate), [OH-].[Na+] (sodium hydroxide), DHQD2(PHAL). Run in C(CC)O (n-propanol), C(CC)O (n-propanol), O (water), C(CC)O (n-propanol). Run at temperature 0 celsius, time 5 minute. Product: BrC1=NC=C(C(=C1)[C@H]([C@H](O)C1=C(C=CC=C1)F)NC(OC(C)(C)C)=O)F (tert-butyl (1R,2R)-1-(2-bromo-5-fluoropyridin-4-yl)-2-(2-fluorophenyl)-2-hydroxyethylcarbamate). Reaction SMILES: [C:1](=[O:8])([O:3][C:4]([CH3:7])([CH3:6])[CH3:5])[NH2:2].[OH-].[Na+].Cl[O:12]C(C)(C)C.[Br:17][C:18]1[CH:23]=[C:22](/[CH:24]=[CH:25]/[C:26]2[CH:31]=[CH:30][CH:29]=[CH:28][C:27]=2[F:32])[C:21]([F:33])=[CH:20][N:19]=1>C(O)CC.O>[Br:17][C:18]1[CH:23]=[C:22]([C@@H:24]([NH:2][C:1](=[O:8])[O:3][C:4]([CH3:7])([CH3:6])[CH3:5])[C@@H:25]([C:26]2[CH:31]=[CH:30][CH:29]=[CH:28][C:27]=2[F:32])[OH:12])[C:21]([F:33])=[CH:20][N:19]=1 |f:1.2|. Reported procedure: To tert-butyl carbamate (150 mg, 1.28 mmol) in n-propanol (1.75 mL) was added sodium hydroxide (49.8 mg, 1.25 mmol) in water (3.5 mL) followed by tert-butyl hypochlorite (0.141 mL, 1.246 mmol). After 5 min, the solution was cooled to 0° C. and treated with a solution of DHQD2(PHAL) (16.57 mg, 0.021 mmol) in n-propanol (1.75 mL). The reaction was diluted with n-propanol (3.5 mL) and treated with (E)-2-bromo-5-fluoro-4-(2-fluorostyryl)pyridine (90 mg, 0.304 mmol) as a solid in one portion. To this... Reactants: BrC=1C=C(C=CC1)[C@H](C)NC(=O)C=1C=C2C(=C(N(C2=CC1)CC1=CC=C(C=C1)C=1C(=CC=CC1)C(=O)OC(C)(C)C)C)C ((S)-tert-butyl 4′-((5-((1-(3-bromophenyl)ethyl)carbamoyl)-2,3-dimethyl-1H-indol-1-yl)methyl)-[1,1′-biphenyl]-2-carboxylate), C1(CC1)B(O)O (cyclopropylboronic acid), P(=O)([O-])([O-])[O-].[K+].[K+].[K+] (potassium phosphate), O (water). Reagents/catalysts: C(C)(=O)[O-].[Pd+2].C(C)(=O)[O-] (Palladium(II) acetate). Run in C1(=CC=CC=C1)C (toluene). Yields the product C1(CC1)C=1C=C(C=CC1)[C@H](C)NC(=O)C=1C=C2C(=C(N(C2=CC1)CC1=CC=C(C=C1)C=1C(=CC=CC1)C(=O)OC(C)(C)C)C)C ((S)-tert-Butyl 4′-((5-((1-(3-cyclopropylphenyl)ethyl)carbamoyl)-2,3-dimethyl-1H-indol-1-yl)methyl)-[1,1′-biphenyl]-2-carboxylate). Reaction SMILES: Br[C:2]1[CH:3]=[C:4]([C@@H:8]([NH:10][C:11]([C:13]2[CH:14]=[C:15]3[C:19](=[CH:20][CH:21]=2)[N:18]([CH2:22][C:23]2[CH:28]=[CH:27][C:26]([C:29]4[C:30]([C:35]([O:37][C:38]([CH3:41])([CH3:40])[CH3:39])=[O:36])=[CH:31][CH:32]=[CH:33][CH:34]=4)=[CH:25][CH:24]=2)[C:17]([CH3:42])=[C:16]3[CH3:43])=[O:12])[CH3:9])[CH:5]=[CH:6][CH:7]=1.[CH:44]1(B(O)O)[CH2:46][CH2:45]1.P([O-])([O-])([O-])=O.[K+].[K+].[K+].O>C1(C)C=CC=CC=1.C([O-])(=O)C.[Pd+2].C([O-])(=O)C>[CH:44]1([C:2]2[CH:3]=[C:4]([C@@H:8]([NH:10][C:11]([C:13]3[CH:14]=[C:15]4[C:19](=[CH:20][CH:21]=3)[N:18]([CH2:22][C:23]3[CH:24]=[CH:25][C:26]([C:29]5[C:30]([C:35]([O:37][C:38]([CH3:40])([CH3:39])[CH3:41])=[O:36])=[CH:31][CH:32]=[CH:33][CH:34]=5)=[CH:27][CH:28]=3)[C:17]([CH3:42])=[C:16]4[CH3:43])=[O:12])[CH3:9])[CH:5]=[CH:6][CH:7]=2)[CH2:46][CH2:45]1 |f:2.3.4.5,8.9.10|. Reported procedure: A mixture of (S)-tert-butyl 4′-((5-((1-(3-bromophenyl)ethyl)carbamoyl)-2,3-dimethyl-1H-indol-1-yl)methyl)-[1,1′-biphenyl]-2-carboxylate (24 mg, 0.038 mmol), cyclopropylboronic acid (7 mg, 0.081 mmol), Palladium(II) acetate (3.5 mg, 0.016 mmol) tricyclohexylphosphine (9 mg, 0.032 mmol) and potassium phosphate, tribasic, (23 mg, 0.11 mmol) in toluene (0.7 mL) and water (0.07 mL) was heated at 100° C. for 1 h in a Biotage Microwave reactor. The solvent was removed; the residue was filtered and puri... The reactants are [Na+].BrC=1C(=CC(=C(C1)NCC(=O)[O-])[N+](=O)[O-])F (N-(5′-bromo-4′-fluoro-2′-nitrophenyl)glycine sodium salt), O.O.[Sn](Cl)Cl (tin (II) chloride dihydrate). Run in C(C)O (ethanol). Yields the product BrC=1C=C2NCC(NC2=CC1F)=O (6-Bromo-3,4-dihydro-7-fluoro-quinoxaline-2(1H)-one). RXN SMILES: [Na+].[Br:2][C:3]1[C:4]([F:17])=[CH:5][C:6]([N+:14]([O-])=O)=[C:7]([NH:9][CH2:10][C:11]([O-])=[O:12])[CH:8]=1.O.O.[Sn](Cl)Cl>C(O)C>[Br:2][C:3]1[CH:8]=[C:7]2[C:6](=[CH:5][C:4]=1[F:17])[NH:14][C:11](=[O:12])[CH2:10][NH:9]2 |f:0.1,2.3.4|. Procedure details: A solution of N-(5′-bromo-4′-fluoro-2′-nitrophenyl)glycine sodium salt (0.450 g, 1.54 mmol, as prepared above) and tin (II) chloride dihydrate (1.039 g, 4.605 mmol, Aldrich, used as received) in ethanol (7.0 mL) was refluxed for 30 min. It was then cooled to room temperature and solvent was removed under vacuum. The residue was diluted with water (15.0 mL) and basified with 10% Na2CO3 to pH ˜8. The resulting suspension was extracted with ethyl acetate (100 mL). The ethyl acetate was dried over a... The reactants are NC(C(O)C1=CC=C(C=C1)F)CC1=CC=C(C=C1)C(F)(F)F ((1RS,2SR)-2-amino-1-(4-fluorophenyl)-3-(4-(trifluoromethyl)phenyl)-1-propanol), O(C1=CC=CC=C1)C=1C=C(C(=O)O)C=CC1 (3-phenoxybenzoic acid), Cl.C(C)N=C=NCCCN(C)C (1-ethyl-3-(3-dimethylaminopropyl)carbodiimide hydrochloride), ON1N=NC2=C1C=CC=C2 (1-hydroxy-1H-benzotriazole). Run in O (water), C(C)#N (acetonitrile). Run at time 8 hour. Yields the product FC1=CC=C(C=C1)C(C(CC1=CC=C(C=C1)C(F)(F)F)NC(C1=CC(=CC=C1)OC1=CC=CC=C1)=O)O (N-((1RS,2SR)-2-(4-fluorophenyl)-2-hydroxy-1-((4-(trifluoromethyl)phenyl)methyl)ethyl)-3-phenoxybenzamide). Yield: 61.3%. RXN SMILES: [NH2:1][CH:2]([CH2:12][C:13]1[CH:18]=[CH:17][C:16]([C:19]([F:22])([F:21])[F:20])=[CH:15][CH:14]=1)[CH:3]([C:5]1[CH:10]=[CH:9][C:8]([F:11])=[CH:7][CH:6]=1)[OH:4].[O:23]([C:30]1[CH:31]=[C:32]([CH:36]=[CH:37][CH:38]=1)[C:33](O)=[O:34])[C:24]1[CH:29]=[CH:28][CH:27]=[CH:26][CH:25]=1.Cl.C(N=C=NCCCN(C)C)C.ON1C2C=CC=CC=2N=N1>C(#N)C.O>[F:11][C:8]1[CH:9]=[CH:10][C:5]([CH:3]([OH:4])[CH:2]([NH:1][C:33](=[O:34])[C:32]2[CH:36]=[CH:37][CH:38]=[C:30]([O:23][C:24]3[CH:25]=[CH:26][CH:27]=[CH:28][CH:29]=3)[CH:31]=2)[CH2:12][C:13]2[CH:18]=[CH:17][C:16]([C:19]([F:22])([F:20])[F:21])=[CH:15][CH:14]=2)=[CH:6][CH:7]=1 |f:2.3|. Procedure: To a solution of (1RS,2SR)-2-amino-1-(4-fluorophenyl)-3-(4-(trifluoromethyl)phenyl)-1-propanol (400 mg, 1.28 mmol) in acetonitrile (20 ml) were added 3-phenoxybenzoic acid (274 mg, 1.28 mmol), 1-ethyl-3-(3-dimethylaminopropyl)carbodiimide hydrochloride (368 mg, 1.92 mmol) and 1-hydroxy-1H-benzotriazole (196 mg, 1.28 mmol) and the mixture was stirred overnight at room temperature. The reaction solution was diluted with water (100 ml) and extracted with ethyl acetate (100 ml×2). The extract was wa... Starting materials: Cl.N1C=NC(=C1)CC(=O)O (4-imidazoleacetic acid hydrochloride), Cl (HCl), C(OC)(OC)OC (Trimethyl orthoformate). Solvent: CO (MeOH). Run at time 8 hour. Yields the product Cl.N1C=NC(=C1)CC(=O)OC (methyl imidazol-4-ylacetate hydrochloride). Reaction SMILES: [ClH:1].[NH:2]1[CH:6]=[C:5]([CH2:7][C:8]([OH:10])=[O:9])[N:4]=[CH:3]1.Cl.[CH:12](OC)(OC)OC>CO>[ClH:1].[NH:2]1[CH:6]=[C:5]([CH2:7][C:8]([O:10][CH3:12])=[O:9])[N:4]=[CH:3]1 |f:0.1,5.6|. Procedure details: A solution of 4-imidazoleacetic acid hydrochloride (4.0 g, 24.6 mmol) in MeOH (100 mL) was saturated with HCl gas at ambient temperature. Trimethyl orthoformate (10 mL) was added, and the mixture was stirred at ambient temperature overnight then concentrated to dryness in vacuo. The solid was redissolved in MeOH (100 mL) and the above procedure repeated to yield the titled compound as a white solid.